Dataset: the Open Reaction Database (ORD), a public repository of structured organic reaction records. Task: describe an organic reaction: reactants, conditions, products, and yield The yield is 67.4%. The reactants are O=C1N(C2=C(OC1)N=C(C(=C2)C2=CC=CC=C2)C2=CC=C(C=C2)C2(CCC2)NC(OC(C)(C)C)=O)CC=2N=CSC2 (tert-Butyl 1-(4-(2-oxo-7-phenyl-1-(thiazol-4-ylmethyl)-2,3-dihydro-1H-pyrido[2,3-b][1,4]oxazin-6-yl)phenyl)cyclobutylcarbamate). Run at time 30 second. RXN SMILES: [O:1]=[C:2]1[CH2:7][O:6][C:5]2[N:8]=[C:9]([C:18]3[CH:23]=[CH:22][C:21]([C:24]4([NH:28]C(=O)OC(C)(C)C)[CH2:27][CH2:26][CH2:25]4)=[CH:20][CH:19]=3)[C:10]([C:12]3[CH:17]=[CH:16][CH:15]=[CH:14][CH:13]=3)=[CH:11][C:4]=2[N:3]1[CH2:36][C:37]1[N:38]=[CH:39][S:40][CH:41]=1>C(O)(C(F)(F)F)=O>[NH2:28][C:24]1([C:21]2[CH:22]=[CH:23][C:18]([C:9]3[C:10]([C:12]4[CH:13]=[CH:14][CH:15]=[CH:16][CH:17]=4)=[CH:11][C:4]4[N:3]([CH2:36][C:37]5[N:38]=[CH:39][S:40][CH:41]=5)[C:2](=[O:1])[CH2:7][O:6][C:5]=4[N:8]=3)=[CH:19][CH:20]=2)[CH2:25][CH2:26][CH2:27]1. The solvent is C(=O)(C(F)(F)F)O (TFA). Procedure details: tert-Butyl 1-(4-(2-oxo-7-phenyl-1-(thiazol-4-ylmethyl)-2,3-dihydro-1H-pyrido[2,3-b][1,4]oxazin-6-yl)phenyl)cyclobutylcarbamate (54 mg, 0.095 mmol) was dissolved in TFA (2 mL) and stirred for 30 seconds. The solution was immediately concentrated to dryness under reduced pressure. The residue was dissolved in diethyl ether (˜2 mL) and concentrated to dryness under reduced pressure three times. The residue was then slurried in diethyl ether (2 mL) and after settling the supernatant solvent removed ... The product is NC1(CCC1)C1=CC=C(C=C1)C=1C(=CC2=C(OCC(N2CC=2N=CSC2)=O)N1)C1=CC=CC=C1 (6-(4-(1-aminocyclobutyl)phenyl)-7-phenyl-1-(thiazol-4-ylmethyl)-1H-pyrido[2,3-b][1,4]oxazin-2(3H)-one). Reactants: COC(OC)N(C)C, COc1ccc(-c2nn3c(NC4CCCC4)cccc3c2C(C)=O)cc1, O. Product: COc1ccc(-c2nn3c(NC4CCCC4)cccc3c2C(=O)C=CN(C)C)cc1. Reaction SMILES: [CH3:28][O:29][CH:30]([N:31]([CH3:32])[CH3:33])[O:34][CH3:35].[CH:1]1([NH:6][c:7]2[cH:8][cH:9][cH:10][c:11]3[n:12]2[n:13][c:14](-[c:19]2[cH:20][cH:21][c:22]([O:25][CH3:26])[cH:23][cH:24]2)[c:15]3[C:16]([CH3:17])=[O:18])[CH2:2][CH2:3][CH2:4][CH2:5]1.[OH2:27]>>[CH:1]1([NH:6][c:7]2[cH:8][cH:9][cH:10][c:11]3[n:12]2[n:13][c:14](-[c:19]2[cH:20][cH:21][c:22]([O:25][CH3:26])[cH:23][cH:24]2)[c:15]3[C:16]([CH:17]=[CH:30][N:31]([CH3:32])[CH3:33])=[O:18])[CH2:2][CH2:3][CH2:4][CH2:5]1. Reactants: C1(CCCC1)OC=1C=C(C=CC1OC)CC(=O)O (3-cyclopentyloxy-4-methoxyphenylacetic acid), C(=O)(N1C=NC=C1)N1C=NC=C1 (1,1′-carbonyl diimidazole), NC1=C(C(=CC=C1)[N+](=O)[O-])O (2-amino-6-nitrophenol). The solvent is ClCCl (dichloromethane), ClCCl (dichloromethane), O (water). Reaction conditions: time 2 hour. Yields the product OC1=C(C=CC=C1[N+](=O)[O-])NC(CC1=CC(=C(C=C1)OC)OC1CCCC1)=O (N-(2-hydroxy-3-nitrophenyl)-3-cyclopentyloxy-4-methoxy-phenylacetamide). Isolated yield 68.0%. RXN SMILES: [CH:1]1([O:6][C:7]2[CH:8]=[C:9]([CH2:15][C:16]([OH:18])=O)[CH:10]=[CH:11][C:12]=2[O:13][CH3:14])[CH2:5][CH2:4][CH2:3][CH2:2]1.C(N1C=CN=C1)(N1C=CN=C1)=O.[NH2:31][C:32]1[CH:37]=[CH:36][CH:35]=[C:34]([N+:38]([O-:40])=[O:39])[C:33]=1[OH:41]>ClCCl.O>[OH:41][C:33]1[C:34]([N+:38]([O-:40])=[O:39])=[CH:35][CH:36]=[CH:37][C:32]=1[NH:31][C:16](=[O:18])[CH2:15][C:9]1[CH:10]=[CH:11][C:12]([O:13][CH3:14])=[C:7]([O:6][CH:1]2[CH2:2][CH2:3][CH2:4][CH2:5]2)[CH:8]=1. Procedure details: A suspension of 3-cyclopentyloxy-4-methoxyphenylacetic acid (1.00 g) and 1,1′-carbonyl diimidazole (821 mg) in dichloromethane (5 ml) was stirred at room temperature, under argon, for 2 hours. The resulting solution was added to a stirred solution of 2-amino-6-nitrophenol (723 mg) in dichloromethane (10 ml) and the mixture stirred at room temperature, under argon, overnight. The reaction mixture was diluted with water (100 ml) and extracted with dichloromethane (3×50 ml). The combined organic ex... Reactants: [Br-], C1CCOC1, N#Cc1cccc(-c2ccncc2C=O)c1, [Mg+]c1ccc(Cl)cc1. The product is N#Cc1cccc(-c2ccncc2C(O)c2ccc(Cl)cc2)c1. Reaction SMILES: [Br-:17].[CH2:26]1[O:27][CH2:28][CH2:29][CH2:30]1.[CH:1](=[O:2])[c:3]1[cH:4][n:5][cH:6][cH:7][c:8]1-[c:9]1[cH:10][c:11]([C:12]#[N:13])[cH:14][cH:15][cH:16]1.[Cl:18][c:19]1[cH:20][cH:21][c:22]([Mg+:25])[cH:23][cH:24]1>>[CH:1]([OH:2])([c:3]1[cH:4][n:5][cH:6][cH:7][c:8]1-[c:9]1[cH:10][c:11]([C:12]#[N:13])[cH:14][cH:15][cH:16]1)[c:22]1[cH:21][cH:20][c:19]([Cl:18])[cH:24][cH:23]1. The reactants are C#CCBr, Cc1ccccc1, C=Cc1ccccc1-c1[nH]c2cc(C(=O)OC)ccc2c1C1CCCCC1, [H-], [Na+], CN(C)C=O. Product: C#CCn1c(-c2ccccc2C=C)c(C2CCCCC2)c2ccc(C(=O)OC)cc21. As a reaction SMILES: [CH2:30]([C:31]#[CH:32])[Br:33].[CH3:34][c:35]1[cH:36][cH:37][cH:38][cH:39][cH:40]1.[CH:1]1([c:7]2[c:8](-[c:20]3[c:21]([CH:26]=[CH2:27])[cH:22][cH:23][cH:24][cH:25]3)[nH:9][c:10]3[cH:11][c:12]([C:16](=[O:17])[O:18][CH3:19])[cH:13][cH:14][c:15]23)[CH2:2][CH2:3][CH2:4][CH2:5][CH2:6]1.[H-:28].[Na+:29].[O:41]=[CH:42][N:43]([CH3:44])[CH3:45]>>[CH:1]1([c:7]2[c:8](-[c:20]3[c:21]([CH:26]=[CH2:27])[cH:22][cH:23][cH:24][cH:25]3)[n:9]([CH2:32][C:31]#[CH:30])[c:10]3[cH:11][c:12]([C:16](=[O:17])[O:18][CH3:19])[cH:13][cH:14][c:15]23)[CH2:2][CH2:3][CH2:4][CH2:5][CH2:6]1.